From a dataset of the Open Reaction Database (ORD), a public repository of structured organic reaction records. describe an organic reaction: reactants, conditions, products, and yield Reactants: OC(C#Cc1ccccc1)(c1ccc(NC2CCCC2)cc1)C(F)(F)F, O=S(=O)(Cl)c1cc(Cl)ccc1Cl, c1ccncc1. Yields the product O=S(=O)(c1cc(Cl)ccc1Cl)N(c1ccc(C(O)(C#Cc2ccccc2)C(F)(F)F)cc1)C1CCCC1. RXN SMILES: [CH:1]1([NH:6][c:7]2[cH:8][cH:9][c:10]([C:13]([C:14]([F:15])([F:16])[F:17])([C:18]#[C:19][c:20]3[cH:21][cH:22][cH:23][cH:24][cH:25]3)[OH:26])[cH:11][cH:12]2)[CH2:2][CH2:3][CH2:4][CH2:5]1.[Cl:27][c:28]1[c:29]([S:35](=[O:36])(=[O:37])[Cl:38])[cH:30][c:31]([Cl:34])[cH:32][cH:33]1.[cH:39]1[cH:40][cH:41][n:42][cH:43][cH:44]1>>[CH:1]1([N:6]([c:7]2[cH:8][cH:9][c:10]([C:13]([C:14]([F:15])([F:16])[F:17])([C:18]#[C:19][c:20]3[cH:21][cH:22][cH:23][cH:24][cH:25]3)[OH:26])[cH:11][cH:12]2)[S:35]([c:29]2[c:28]([Cl:27])[cH:33][cH:32][c:31]([Cl:34])[cH:30]2)(=[O:36])=[O:37])[CH2:2][CH2:3][CH2:4][CH2:5]1. Starting materials: CNC(=O)NC1=C(C(=NS1)SCC)C#N (1-methyl-3-(4-cyano-3-(ethylthio)-5-isothiazolyl)urea), S(O)(O)(=O)=O (sulfuric acid), ice water. Reaction conditions: time 45 minute. Product: CNC(=O)NC1=C(C(=NS1)SCC)C(N)=O (1-methyl-3-(4-carbamoyl-3-(ethylthio)-5-isothiazolyl)urea). RXN SMILES: [CH3:1][NH:2][C:3]([NH:5][C:6]1[S:10][N:9]=[C:8]([S:11][CH2:12][CH3:13])[C:7]=1[C:14]#[N:15])=[O:4].S(=O)(=O)(O)[OH:17]>>[CH3:1][NH:2][C:3]([NH:5][C:6]1[S:10][N:9]=[C:8]([S:11][CH2:12][CH3:13])[C:7]=1[C:14](=[O:17])[NH2:15])=[O:4]. Reported procedure: A stirred solution of 4.0 g of 1-methyl-3-(4-cyano-3-(ethylthio)-5-isothiazolyl)urea in 6 ml of concentrated sulfuric acid was heated at 160° for 1.5 hours. After this time the reaction mixture was poured into 120 ml of ice-water, and this mixture was stirred for 45 minutes. The white precipitate was collected by filtration. The solid was recrystallized from ethanol to give 4.0 grams of 1-methyl-3-(4-carbamoyl-3-(ethylthio)-5-isothiazolyl)urea, m.p. 205°. The nmr spectra was consistent with the ... Starting materials: CC(C)(C)OC(=O)N1CCOc2cc(C#N)ccc2C1, O=C([O-])O, CCO, Cl, NO, [Na+]. Product: CC(C)(C)OC(=O)N1CCOc2cc(C(=N)NO)ccc2C1. As a reaction SMILES: [C:1](#[N:2])[c:3]1[cH:4][c:5]2[c:6]([cH:19][cH:20]1)[CH2:7][N:8]([C:12](=[O:13])[O:14][C:15]([CH3:16])([CH3:17])[CH3:18])[CH2:9][CH2:10][O:11]2.[C:24](=[O:25])([OH:26])[O-:27].[CH3:29][CH2:30][OH:31].[ClH:21].[NH2:22][OH:23].[Na+:28]>>[C:1](=[NH:2])([c:3]1[cH:4][c:5]2[c:6]([cH:19][cH:20]1)[CH2:7][N:8]([C:12](=[O:13])[O:14][C:15]([CH3:16])([CH3:17])[CH3:18])[CH2:9][CH2:10][O:11]2)[NH:22][OH:23]. Starting materials: ClC1=NC=C(C=C1)C(F)(F)F (2-chloro-5-(trifluoromethyl)pyridine), BrCC(=O)C1=NC=C(C=C1)C (2-bromoacetyl-5-methylpyridine). Product: BrCC(=O)C1=NC=C(C=C1)C(F)(F)F (2-Bromoacetyl-5-(trifluoromethyl)pyridine). RXN SMILES: Cl[C:2]1[CH:7]=[CH:6][C:5]([C:8]([F:11])([F:10])[F:9])=[CH:4][N:3]=1.[Br:12][CH2:13][C:14](C1C=CC(C)=CN=1)=[O:15]>>[Br:12][CH2:13][C:14]([C:2]1[CH:7]=[CH:6][C:5]([C:8]([F:11])([F:10])[F:9])=[CH:4][N:3]=1)=[O:15]. Procedure: * 2-Bromoacetyl-5-(trifluoromethyl)pyridine was prepared from 2-chloro-5-(trifluoromethyl)pyridine according to the procedure for preparing 2-bromoacetyl-5-methylpyridine described in step 1 of Example 32. Reactants: CC(=O)C1=CC=C(C=C1)F (4-fluoroacetophenone), C(C)OC(OCC)=O (diethylcarbonate), [H-].[Na+] (sodium hydride). Run in C(C)O (ethanol). Run at time 3 hour. Yields the product FC1=CC=C(C=C1)C(CC(=O)OCC)=O (ethyl 3-(4-fluorophenyl)-3-oxopropanoate). The yield is 83.0%. As a reaction SMILES: [CH3:1][C:2]([C:4]1[CH:9]=[CH:8][C:7]([F:10])=[CH:6][CH:5]=1)=[O:3].[CH2:11]([O:13][C:14](=O)[O:15]CC)[CH3:12].[H-].[Na+]>C(O)C>[F:10][C:7]1[CH:8]=[CH:9][C:4]([C:2](=[O:3])[CH2:1][C:14]([O:13][CH2:11][CH3:12])=[O:15])=[CH:5][CH:6]=1 |f:2.3|. Reported procedure: To a mixture of 4-fluoroacetophenone (20.0 g, 0.145 mol), ethanol (1 mL) and diethylcarbonate (100 mL) is added sodium hydride (60%, 12.0 g, 0.29 mol) at 0° C. portionwise over a period of 30 min. Afterwards the reaction mixture is allowed to warm to room temperature and stirred for 3 h. Thereafter, the reaction is quenched with aqueous 10% HCl and extracted with ethyl acetate (2×100 mL). The ethyl acetate layer is dried over anhydrous sodium sulphate, filtered and concentrated under reduced pre... Reactants: C(C)OC(C(=CC1=CC=C2C(=C1)C=CC(=C2)[N+](=O)[O-])C)=O (3-(2-nitro-benzo[d]phenyl)-2-methyl-2-propenoic acid ethyl ester), [OH-].[Na+] (sodium hydroxide). Solvent: CO (methanol). Reaction conditions: temperature 40 celsius. The product is [N+](=O)([O-])C=1C=CC=2C(=CC=C(C2)C=C(C(=O)O)C)C1 (3-(2-nitro-benzo[d]phenyl)-2-methyl-2-propenoic acid), crystal. The yield is 98.0%. Reaction SMILES: C([O:3][C:4](=[O:21])[C:5]([CH3:20])=[CH:6][C:7]1[CH:12]=[C:11]2[CH:13]=[CH:14][C:15]([N+:17]([O-:19])=[O:18])=[CH:16][C:10]2=[CH:9][CH:8]=1)C.[OH-].[Na+]>CO>[N+:17]([C:15]1[CH:14]=[CH:13][C:11]2[C:10]([CH:16]=1)=[CH:9][CH:8]=[C:7]([CH:6]=[C:5]([CH3:20])[C:4]([OH:21])=[O:3])[CH:12]=2)([O-:19])=[O:18] |f:1.2|. Procedure details: Into 130 ml of methanol, 5.48 g (19 mmol) of 3-(2-nitro-benzo[d]phenyl)-2-methyl-2-propenoic acid ethyl ester were dissolved; and, with 23 ml of a 2-N aqueous sodium hydroxide solution being added thereto, the resulting mixture was stirred at 40° C. for one night. After the completion of the reaction was confirmed by TLC, the reaction liquid was concentrated under a reduced pressure. The pH of the concentrated product was adjusted to 1 with 1-N hydrochloric acid being added thereto, and the prec... RXN SMILES: [O:1]=[S:2]1(=[O:39])[CH2:7][CH2:6][CH2:5][N:4]2[C:8](=[O:38])[N:9]([CH2:19][CH2:20][CH2:21][NH:22][C:23](=[O:37])[CH2:24][CH2:25][CH2:26][S:27][C:28]3[N:33]4[CH:34]=[CH:35][N:36]=[C:32]4[CH:31]=[CH:30][CH:29]=3)[C:10](=[O:18])[C:11]([C:12]3[CH:17]=[CH:16][CH:15]=[CH:14][CH:13]=3)=[C:3]12.[ClH:40].C(OCC)(=O)C>CO>[ClH:40].[O:39]=[S:2]1(=[O:1])[CH2:7][CH2:6][CH2:5][N:4]2[C:8](=[O:38])[N:9]([CH2:19][CH2:20][CH2:21][NH:22][C:23](=[O:37])[CH2:24][CH2:25][CH2:26][S:27][C:28]3[N:33]4[CH:34]=[CH:35][N:36]=[C:32]4[CH:31]=[CH:30][CH:29]=3)[C:10](=[O:18])[C:11]([C:12]3[CH:17]=[CH:16][CH:15]=[CH:14][CH:13]=3)=[C:3]12 |f:1.2,4.5|. Starting materials: O=S1(C=2N(CCC1)C(N(C(C2C2=CC=CC=C2)=O)CCCNC(CCCSC2=CC=CC=1N2C=CN1)=O)=O)=O (4-(imidazo[1,2-a]pyridin-5-ylthio)butanoic [3-(1,1,6,8-tetraoxo-9-phenyl-2,3,4,8-tetrahydropyrimido[6,1-b][1,3]thiazine-7-yl)propyl]amide), Cl.C(C)(=O)OCC (hydrochloric acid ethyl acetate). Reported procedure: To a methanol solution of 683 mg (1.2 mmol) of 4-(imidazo[1,2-a]pyridin-5-ylthio)butanoic [3-(1,1,6,8-tetraoxo-9-phenyl-2,3,4,8-tetrahydropyrimido[6,1-b][1,3]thiazine-7-yl)propyl]amide, 0.5 ml of 4N hydrochloric acid-ethyl acetate was added, followed by stirring. After the solvent was distilled off, the residue was washed with ether to yield 658 mg (90.7%, white crystal) of the desired product. Solvent: CO (methanol). Product: Cl.O=S1(C=2N(CCC1)C(N(C(C2C2=CC=CC=C2)=O)CCCNC(CCCSC2=CC=CC=1N2C=CN1)=O)=O)=O (4-(imidazo[1,2-a]pyridin-5-ylthio)butanoic [3-(1,1,6,8-tetraoxo-9-phenyl-2,3,4,8-tetrahydropyrimido[6,1-b][1,3]thiazine-7-yl)propyl]amide hydrochloride). The reactants are C(C1=CC=CC=C1)(=O)C1=C(C=C2N1CCC2C(=O)O)SC (5-benzoyl-6-methylthio-1,2-dihydro-3H-pyrrolo[1,2-a]pyrrole-1-carboxylic acid), [OH-].[Na+] (sodium hydroxide), solution. The solvent is CO (methanol). Product: C(C1=CC=CC=C1)(=O)C1=C(C=C2N1CCC2C(=O)[O-])SC.[Na+] (sodium 5-benzoyl-6-methylthio-1,2-dihydro-3H-pyrrolo[1,2-a]-pyrrole-1-carboxylate). As a reaction SMILES: [C:1]([C:9]1[N:13]2[CH2:14][CH2:15][CH:16]([C:17]([OH:19])=[O:18])[C:12]2=[CH:11][C:10]=1[S:20][CH3:21])(=[O:8])[C:2]1[CH:7]=[CH:6][CH:5]=[CH:4][CH:3]=1.[OH-].[Na+:23]>CO>[C:1]([C:9]1[N:13]2[CH2:14][CH2:15][CH:16]([C:17]([O-:19])=[O:18])[C:12]2=[CH:11][C:10]=1[S:20][CH3:21])(=[O:8])[C:2]1[CH:3]=[CH:4][CH:5]=[CH:6][CH:7]=1.[Na+:23] |f:1.2,4.5|. Reported procedure: To a solution of 300 mg of 5-benzoyl-6-methylthio-1,2-dihydro-3H-pyrrolo[1,2-a]pyrrole-1-carboxylic acid in 5 ml of methanol is added 1 molar equivalent of sodium hydroxide, in the form of a 0.1N solution. The solvent is evaporated in vacuo and the residue is taken up in 2 ml of methanol, followed by precipitation with ether, to yield crude sodium 5-benzoyl-6-methylthio-1,2-dihydro-3H-pyrrolo[1,2-a]-pyrrole-1-carboxylate.